From a dataset of the Open Reaction Database (ORD), a public repository of structured organic reaction records. describe an organic reaction: reactants, conditions, products, and yield Starting materials: CCB(Br)CC, COCOc1ccccc1C1(c2ccc(C)cc2OC)CC1, ClCCl, O. Product: COc1cc(C)ccc1C1(c2ccccc2O)CC1. RXN SMILES: [Br:23][B:24]([CH2:25][CH3:26])[CH2:27][CH3:28].[CH3:1][O:2][CH2:3][O:4][c:5]1[c:6]([C:11]2([c:14]3[c:15]([O:21][CH3:22])[cH:16][c:17]([CH3:20])[cH:18][cH:19]3)[CH2:12][CH2:13]2)[cH:7][cH:8][cH:9][cH:10]1.[Cl:30][CH2:31][Cl:32].[OH2:29]>>[OH:4][c:5]1[c:6]([C:11]2([c:14]3[c:15]([O:21][CH3:22])[cH:16][c:17]([CH3:20])[cH:18][cH:19]3)[CH2:12][CH2:13]2)[cH:7][cH:8][cH:9][cH:10]1. The reactants are [H][H] (hydrogen), [Na] (sodium), [N+](=O)([O-])C=1C=C(C(=O)O)C=C(C1S(=O)(=O)C1=CC=CC=C1)S(N)(=O)=O (3-nitro-4-phenylsulphonyl-5-sulphamyl-benzoic acid), [H][H] (hydrogen). Reagents/catalysts: Pd on-carbon. Solvent: O (water). The product is NC=1C=C(C(=O)O)C=C(C1S(=O)(=O)C1=CC=CC=C1)S(N)(=O)=O (3-amino-4-phenylsulphonyl-5-sulphamyl-benzoic acid). Reaction SMILES: [N+:1]([C:4]1[CH:5]=[C:6]([CH:10]=[C:11]([S:22](=[O:25])(=[O:24])[NH2:23])[C:12]=1[S:13]([C:16]1[CH:21]=[CH:20][CH:19]=[CH:18][CH:17]=1)(=[O:15])=[O:14])[C:7]([OH:9])=[O:8])([O-])=O.[H][H].[Na]>O>[NH2:1][C:4]1[CH:5]=[C:6]([CH:10]=[C:11]([S:22](=[O:24])(=[O:25])[NH2:23])[C:12]=1[S:13]([C:16]1[CH:21]=[CH:20][CH:19]=[CH:18][CH:17]=1)(=[O:14])=[O:15])[C:7]([OH:9])=[O:8] |^1:27|. Reported procedure: A suspension of 3-nitro-4-phenylsulphonyl-5-sulphamyl-benzoic acid (6 g) in water (300 ml) was hydrogenated at room temperature and 1.1 atmospheres hydrogen pressure after addition of Pd-on-carbon catalyst (0.3 g catalyst containing 10% Pd). After the hydrogen uptake had become negligible, the reaction mixture was neutralized by addition of 2N sodium hydroxde, and the catalyst was removed from the resulting suspension by filtration. The filtrate was adjusted to a pH of 2.5 by addition of 4N hydr... The yield is 8.0%. The reagents and catalysts are N=1C=CC=C2C=CC=3C=CC=NC3C12, O1B(OC(C)(C)C1(C)C)B2OC(C)(C)C(O2)(C)C, O1BOC(C)(C)C1(C)C, C[OH2+].C[OH2+].C1CC=CCCC=C1.C1CC=CCCC=C1.[Ir].[Ir]. Yields the product O1B(OC(C)(C)C1(C)C)C=2C=CC3=C(C2)N(C=C3C)[Si](C(C)C)(C(C)C)C(C)C, O1B(OC(C)(C)C1(C)C)C=2C=CC3=C(C2)C(=CN3[Si](C(C)C)(C(C)C)C(C)C)C. Reactants: C=1C=CC2=C(C1)C(=CN2[Si](C(C)C)(C(C)C)C(C)C)C. Conditions: temperature 80 celsius, time 24 hour. The solvent is CCCCCC. The reactants are N1=CC=C(C2=CC=CC=C12)O (quinolin-4-ol), BrCC=1C=CC(=C(C(=O)OC)C1)F (methyl 5-(bromomethyl)-2-fluorobenzoate), C([O-])([O-])=O.[K+].[K+] (potassium carbonate). Run in CN(C)C=O (DMF). Run at temperature 100 celsius, time 1 hour. The product is FC1=C(C(=O)OC)C=C(C=C1)CN1C=CC(C2=CC=CC=C12)=O (Methyl 2-fluoro-5-[(4-oxoquinolin-1(4H)-yl)methyl]benzoate). RXN SMILES: [N:1]1[C:10]2[C:5](=[CH:6][CH:7]=[CH:8][CH:9]=2)[C:4]([OH:11])=[CH:3][CH:2]=1.Br[CH2:13][C:14]1[CH:15]=[CH:16][C:17]([F:24])=[C:18]([CH:23]=1)[C:19]([O:21][CH3:22])=[O:20].C(=O)([O-])[O-].[K+].[K+]>CN(C=O)C>[F:24][C:17]1[CH:16]=[CH:15][C:14]([CH2:13][N:1]2[C:10]3[C:5](=[CH:6][CH:7]=[CH:8][CH:9]=3)[C:4](=[O:11])[CH:3]=[CH:2]2)=[CH:23][C:18]=1[C:19]([O:21][CH3:22])=[O:20] |f:2.3.4|. Reported procedure: A mixture of quinolin-4-ol, methyl 5-(bromomethyl)-2-fluorobenzoate (prepared as described in US 2007/0021427 A1, 1 eq) and potassium carbonate (1.2 eq) in dry DMF (0.1 M solution) was stirred at 100° C. for 1 h. After solvent evaporation, the residue was dissolved in DCM and washed twice with H2O and once with brine. The organic phase was dried over Na2SO4 and concentrated to dryness under reduced pressure. The resulting crude was purified by flash-chromatography (EtOAc/PE 9:1) to give the titl... The reactants are ClC1=NC(=CC(=N1)C(C)(C)S(=O)(=O)C1CCCCC1)N1[C@H](COCC1)C (2-chloro-4-(2-cyclohexylsulfonylpropan-2-yl)-6-[(3S)-3-methylmorpholin-4-yl]pyrimidine), C([O-])([O-])=O.[Na+].[Na+] (sodium carbonate), CC1(OB(OC1(C)C)C1=CC=C(N)C=C1)C (4-(4,4,5,5-tetramethyl-1,3,2-dioxaborolan-2-yl)aniline). The reagents and catalysts are Cl[Pd]([P](C1=CC=CC=C1)(C2=CC=CC=C2)C3=CC=CC=C3)([P](C4=CC=CC=C4)(C5=CC=CC=C5)C6=CC=CC=C6)Cl (bis(triphenylphosphine)palladium(II) chloride). Run in O (water), C(C)(=O)OCC (ethyl acetate), CN(C)C=O (DMF), COCCOC (DME), C(C)O (ethanol), O (water). Conditions: temperature 80 celsius, time 2.5 hour. The product is C1(CCCCC1)S(=O)(=O)C(C)(C)C1=NC(=NC(=C1)N1[C@H](COCC1)C)C1=CC=C(N)C=C1 (4-[4-(2-Cyclohexylsulfonylpropan-2-yl)-6-[(3S)-3-methylmorpholin-4-yl]pyrimidin-2-yl]aniline). The yield is 83.8%. As a reaction SMILES: Cl[C:2]1[N:7]=[C:6]([C:8]([S:11]([CH:14]2[CH2:19][CH2:18][CH2:17][CH2:16][CH2:15]2)(=[O:13])=[O:12])([CH3:10])[CH3:9])[CH:5]=[C:4]([N:20]2[CH2:25][CH2:24][O:23][CH2:22][C@@H:21]2[CH3:26])[N:3]=1.C(=O)([O-])[O-].[Na+].[Na+].CC1(C)C(C)(C)OB([C:41]2[CH:47]=[CH:46][C:44]([NH2:45])=[CH:43][CH:42]=2)O1>CN(C=O)C.Cl[Pd](Cl)([P](C1C=CC=CC=1)(C1C=CC=CC=1)C1C=CC=CC=1)[P](C1C=CC=CC=1)(C1C=CC=CC=1)C1C=CC=CC=1.O.C(OCC)(=O)C.COCCOC.C(O)C>[CH:14]1([S:11]([C:8]([C:6]2[CH:5]=[C:4]([N:20]3[CH2:25][CH2:24][O:23][CH2:22][C@@H:21]3[CH3:26])[N:3]=[C:2]([C:41]3[CH:47]=[CH:46][C:44]([NH2:45])=[CH:43][CH:42]=3)[N:7]=2)([CH3:10])[CH3:9])(=[O:13])=[O:12])[CH2:19][CH2:18][CH2:17][CH2:16][CH2:15]1 |f:1.2.3,^1:56,75|. Reported procedure: A mixture of 2-chloro-4-(2-cyclohexylsulfonylpropan-2-yl)-6-[(3S)-3-methylmorpholin-4-yl]pyrimidine (1.18 g, 2.94 mmol), 2M aqueous sodium carbonate solution (5.5 mL, 11.00 mmol) and 4-(4,4,5,5-tetramethyl-1,3,2-dioxaborolan-2-yl)aniline (0.907 g, 4.14 mmol) in a mixture of DMF (5 mL), water (12.50 mL), ethanol (5.00 mL) and DME (5.00 mL) was purged with nitrogen for 10 minutes before being treated with bis(triphenylphosphine)palladium(II) chloride (0.111 g, 0.16 mmol). The stirred mixture was h... The reactants are CCN(C(C)C)C(C)C, O=[N+]([O-])c1ccc2nc(Cl)sc2c1, NCCCCO, CN(C)C=O, O. The product is O=[N+]([O-])c1ccc2nc(NCCCCO)sc2c1. RXN SMILES: [CH:20]([N:21]([CH:22]([CH3:23])[CH3:24])[CH2:25][CH3:26])([CH3:27])[CH3:28].[Cl:7][c:8]1[s:9][c:10]2[c:11]([n:12]1)[cH:13][cH:14][c:15]([N+:17](=[O:18])[O-:19])[cH:16]2.[NH2:1][CH2:2][CH2:3][CH2:4][CH2:5][OH:6].[O:29]=[CH:30][N:31]([CH3:32])[CH3:33].[OH2:34]>>[NH:1]([CH2:2][CH2:3][CH2:4][CH2:5][OH:6])[c:8]1[s:9][c:10]2[c:11]([n:12]1)[cH:13][cH:14][c:15]([N+:17](=[O:18])[O-:19])[cH:16]2. Reactants: COC(=O)CCC=1C=CC=2C3C(C(NC2C1)=S)CCC3 (7-(methoxycarbonylethyl)-1,2,3,3a,5,9b-hexahydrocyclopenta[c]quinoline-4-thione), N (ammonia). Yields the product NC1=NC=2C=C(C=CC2C2C1CCC2)CCC(=O)OC (4-Amino-7-(methoxycarbonylethyl)-2,3,3a,9b-tetrahydro-1H-cyclopenta[c]quinoline). Isolated yield 28.0%. RXN SMILES: [CH3:1][O:2][C:3]([CH2:5][CH2:6][C:7]1[CH:8]=[CH:9][C:10]2[CH:11]3[CH2:20][CH2:19][CH2:18][CH:12]3[C:13](=S)[NH:14][C:15]=2[CH:16]=1)=[O:4].[NH3:21]>>[NH2:21][C:13]1[CH:12]2[CH2:18][CH2:19][CH2:20][CH:11]2[C:10]2[CH:9]=[CH:8][C:7]([CH2:6][CH2:5][C:3]([O:2][CH3:1])=[O:4])=[CH:16][C:15]=2[N:14]=1. Procedure details: Analogously to Example 4, 7-(methoxycarbonylethyl)-1,2,3,3a,5,9b-hexahydrocyclopenta[c]quinoline-4-thione (150 mg, 0.52 mmol) in 7N methanolic ammonia solution (20 ml) is reacted to form 40 mg (28%) of product.